This data is from the Open Reaction Database (ORD), a public repository of structured organic reaction records. The task is: describe an organic reaction: reactants, conditions, products, and yield Starting materials: CC(C)(C)OC(=O)C1CC2(c3ccccc3)C(O)CCC1N2Cc1ccccc1, CN(C)C=O, FC(F)(F)c1cc(CBr)cc(C(F)(F)F)c1, [H-], [Na+]. Reaction SMILES: [CH2:3]([c:4]1[cH:5][cH:6][cH:7][cH:8][cH:9]1)[N:10]1[C:11]2([c:26]3[cH:27][cH:28][cH:29][cH:30][cH:31]3)[CH:12]([OH:25])[CH2:13][CH2:14][CH:15]1[CH:16]([C:18](=[O:19])[O:20][C:21]([CH3:22])([CH3:23])[CH3:24])[CH2:17]2.[CH3:48][N:49]([CH3:50])[CH:51]=[O:52].[F:32][C:33]([c:34]1[cH:35][c:36]([CH2:37][Br:38])[cH:39][c:40]([C:42]([F:43])([F:44])[F:45])[cH:41]1)([F:46])[F:47].[H-:1].[Na+:2]>>[CH2:3]([c:4]1[cH:5][cH:6][cH:7][cH:8][cH:9]1)[N:10]1[C:11]2([c:26]3[cH:27][cH:28][cH:29][cH:30][cH:31]3)[CH:12]([O:25][CH2:37][c:36]3[cH:35][c:34]([C:33]([F:32])([F:46])[F:47])[cH:41][c:40]([C:42]([F:43])([F:44])[F:45])[cH:39]3)[CH2:13][CH2:14][CH:15]1[CH:16]([C:18](=[O:19])[O:20][C:21]([CH3:22])([CH3:23])[CH3:24])[CH2:17]2. The product is CC(C)(C)OC(=O)C1CC2(c3ccccc3)C(OCc3cc(C(F)(F)F)cc(C(F)(F)F)c3)CCC1N2Cc1ccccc1. The reactants are CC=1N=CC(=NC1)C(=O)O (5-methylpyrazine-2-carboxylic acid), C(C)(C)N(C(C)C)CC (N,N-Diisopropylethylamine), O1[C@@]23[C@@H]1C[C@@]1([C@]([C@@H](CC1C2C[C@@H](C2=CC(C=C[C@]32C)=O)F)C)(C(=O)O)O)C ((6S,9S,10S,11S,13S,16R,17R)-9,11-epoxy-6-fluoro-17-hydroxy-10,13,16-trimethyl-3-oxo-6,7,8,9,10,11,12,13,14,15,16,17-dodecahydro-3H-cyclopenta[a]phenanthrene-17-carboxylic acid), Cl (HCl), O-(7-azabenzotriazo-1-lyl)-N,N,N′,N′-tetramethyluronium hexafluorophosphate. Run in CN(C)C=O (DMF), CN(C)C=O (DMF). Conditions: time 10 minute. Yields the product O1[C@@]23[C@@H]1C[C@@]1([C@]([C@@H](CC1C2C[C@@H](C2=CC(C=C[C@]32C)=O)F)C)(C(=O)O)OC(=O)C3=NC=C(N=C3)C)C (5-methyl-pyrazine-2-carboxylic acid (6S,9S,10S,11S,13S,16R,17R)-9,11-epoxy-6-fluoro-17-carboxy-10,13,16-trimethyl-3-oxo-6,7,8,9,10,11,12,13,14,15,16,17-dodecahydro-3H-cyclopenta[a]phenanthren-17-yl ester). RXN SMILES: C(N(CC)C(C)C)(C)C.[CH3:10][C:11]1[N:12]=[CH:13][C:14]([C:17]([OH:19])=[O:18])=[N:15][CH:16]=1.[O:20]1[C@H:22]2[CH2:23][C@@:24]3([CH3:46])[CH:28]([CH:29]4[CH2:30][C@H:31]([F:40])[C:32]5[C@@:37]([CH3:38])([C@:21]124)[CH:36]=[CH:35][C:34](=[O:39])[CH:33]=5)[CH2:27][C@@H:26]([CH3:41])[C@:25]3(O)[C:42]([OH:44])=[O:43].Cl>CN(C=O)C>[O:20]1[C@H:22]2[CH2:23][C@@:24]3([CH3:46])[CH:28]([CH:29]4[CH2:30][C@H:31]([F:40])[C:32]5[C@@:37]([CH3:38])([C@:21]124)[CH:36]=[CH:35][C:34](=[O:39])[CH:33]=5)[CH2:27][C@@H:26]([CH3:41])[C@:25]3([O:18][C:17]([C:14]1[CH:13]=[N:12][C:11]([CH3:10])=[CH:16][N:15]=1)=[O:19])[C:42]([OH:44])=[O:43]. Reported procedure: N,N-Diisopropylethylamine (2.3 mL) is added to a cooled (0° C.) solution of 5-methylpyrazine-2-carboxylic acid (736 mg) in DMF (7 mL), followed by O-(7-azabenzotriazo-1-lyl)-N,N,N′,N′-tetramethyluronium hexafluorophosphate (HATU, 2.26 g). The suspension is stirred at room temperature for 10 minutes, then a solution of (6S,9S,10S,11S,13S,16R,17R)-9,11-epoxy-6-fluoro-17-hydroxy-10,13,16-trimethyl-3-oxo-6,7,8,9,10,11,12,13,14,15,16,17-dodecahydro-3H-cyclopenta[a]phenanthrene-17-carboxylic acid (2 g... Reactants: ClC=1N=CC2=C(N1)N(C(=C2C(=O)NCC=2C(=NC(=CC2C)C)O)C)[C@H](C)C2=CC=CC=C2 ((R)-2-chloro-N-((2-hydroxy-4,6-dimethylpyridin-3-yl)methyl)-6-methyl-7-(1-phenylethyl)-7H-pyrrolo[2,3-d]pyrimidine-5-carboxamide). Reagents/catalysts: [C].[Pd] (Palladium-carbon). The solvent is CO (MeOH). Reaction conditions: temperature 25 celsius, time 12 hour. Yields the product OC1=NC(=CC(=C1CNC(=O)C1=C(N(C=2N=CN=CC21)[C@H](C)C2=CC=CC=C2)C)C)C ((R)-N-((2-hydroxy-4,6-dimethylpyridin-3-yl)methyl)-6-methyl-7-(1-phenylethyl)-7H-pyrrolo[2,3-d]pyrimidine-5-carboxamide). Yield: 74.6%. As a reaction SMILES: Cl[C:2]1[N:3]=[CH:4][C:5]2[C:10]([C:11]([NH:13][CH2:14][C:15]3[C:16]([OH:23])=[N:17][C:18]([CH3:22])=[CH:19][C:20]=3[CH3:21])=[O:12])=[C:9]([CH3:24])[N:8]([C@@H:25]([C:27]3[CH:32]=[CH:31][CH:30]=[CH:29][CH:28]=3)[CH3:26])[C:6]=2[N:7]=1>CO.[C].[Pd]>[OH:23][C:16]1[C:15]([CH2:14][NH:13][C:11]([C:10]2[C:5]3[CH:4]=[N:3][CH:2]=[N:7][C:6]=3[N:8]([C@@H:25]([C:27]3[CH:32]=[CH:31][CH:30]=[CH:29][CH:28]=3)[CH3:26])[C:9]=2[CH3:24])=[O:12])=[C:20]([CH3:21])[CH:19]=[C:18]([CH3:22])[N:17]=1 |f:2.3|. Reported procedure: To a solution of (R)-2-chloro-N-((2-hydroxy-4,6-dimethylpyridin-3-yl)methyl)-6-methyl-7-(1-phenylethyl)-7H-pyrrolo[2,3-d]pyrimidine-5-carboxamide (140 mg, 0.30 mmol) in MeOH (10 mL). Palladium-carbon catalyst (10%, 20 mg) was added, the mixture solution was stirred at 25° C. for 12 hours under hydrogen atmosphere (4 bar). The mixture was filtered and concentrated in vacuo and purified by column chromatography (silica gel, dichloromethane/methanol=10:1) to afford (R)-N-((2-hydroxy-4,6-dimethylpyr...